This data is from the Open Reaction Database (ORD), a public repository of structured organic reaction records. The task is: describe an organic reaction: reactants, conditions, products, and yield The reactants are CCO, O=[N+]([O-])c1ccc(C2CC2)cc1NC1CCN(C2CCOCC2)CC1, Cl[Sn]Cl. Yields the product Nc1ccc(C2CC2)cc1NC1CCN(C2CCOCC2)CC1. Reaction SMILES: [CH3:29][CH2:30][OH:31].[CH:1]1([c:4]2[cH:5][cH:6][c:7]([N+:23]([O-:24])=[O:25])[c:8]([NH:10][CH:11]3[CH2:12][CH2:13][N:14]([CH:17]4[CH2:18][CH2:19][O:20][CH2:21][CH2:22]4)[CH2:15][CH2:16]3)[cH:9]2)[CH2:2][CH2:3]1.[Sn:26]([Cl:27])[Cl:28]>>[CH:1]1([c:4]2[cH:5][cH:6][c:7]([NH2:23])[c:8]([NH:10][CH:11]3[CH2:12][CH2:13][N:14]([CH:17]4[CH2:18][CH2:19][O:20][CH2:21][CH2:22]4)[CH2:15][CH2:16]3)[cH:9]2)[CH2:2][CH2:3]1. Starting materials: OC1=NC(=C(C=2N1C=NN2)C2=CC(=CC=C2)C(F)(F)F)C2=CC(=NC=C2)Cl (5-hydroxy-7-(2-chloro-4-pyridyl)-8-(3-(trifluoromethyl)phenyl)-1,2,4-triazolo[4,3-c]pyrimidine), O=P(Cl)(Cl)Cl (POCl3), C(C)(C)N(CC)C(C)C (diisopropylethylamine), SiO2. Solvent: CCOC(=O)C (EtOAc). Product: ClC1=NC(=C(C=2N1C=NN2)C2=CC(=CC=C2)C(F)(F)F)C2=CC(=NC=C2)Cl (5-chloro-7-(2-chloro-4-pyridyl)-8-(3-(trifluoromethyl)phenyl)-1,2,4-triazolo[4,3-c]pyrimidine). As a reaction SMILES: O[C:2]1[N:7]2[CH:8]=[N:9][N:10]=[C:6]2[C:5]([C:11]2[CH:16]=[CH:15][CH:14]=[C:13]([C:17]([F:20])([F:19])[F:18])[CH:12]=2)=[C:4]([C:21]2[CH:26]=[CH:25][N:24]=[C:23]([Cl:27])[CH:22]=2)[N:3]=1.O=P(Cl)(Cl)[Cl:30].C(N(C(C)C)CC)(C)C>CCOC(C)=O>[Cl:30][C:2]1[N:7]2[CH:8]=[N:9][N:10]=[C:6]2[C:5]([C:11]2[CH:16]=[CH:15][CH:14]=[C:13]([C:17]([F:20])([F:19])[F:18])[CH:12]=2)=[C:4]([C:21]2[CH:26]=[CH:25][N:24]=[C:23]([Cl:27])[CH:22]=2)[N:3]=1. Procedure details: 5-hydroxy-7-(2-chloro-4-pyridyl)-8-(3-(trifluoromethyl)phenyl)-1,2,4-triazolo[4,3-c]pyrimidine (0.3 g, 0.76 mmol), POCl3 (0.459 g, 3 mmol), and diisopropylethylamine (0.387 g, 3 mmol) in a 50-ml r.b.flask with a stir bar was stirred at 120° C. overnight. The reaction solution was cooled to room temperature and 20 ml of EtOAc and 5 g of SiO2 gel were added into the cooled solution. The solvents were evaporated in vacuo at 40° C. The resulting brown solid was placed on a cake of SiO2 gel (˜20 g) a...